Dataset: the Open Reaction Database (ORD), a public repository of structured organic reaction records. Task: describe an organic reaction: reactants, conditions, products, and yield The reactants are BrCCCOc1ccc(-c2ccccc2)cc1, O=C([O-])[O-], CCOC(=O)C(Cc1ccc(O)c(OC)c1)OC, CC#N, CCOC(C)=O, [K+], [K+], O. Product: CCOC(=O)C(Cc1ccc(OCCCOc2ccc(-c3ccccc3)cc2)c(OC)c1)OC. RXN SMILES: [Br:19][CH2:20][CH2:21][CH2:22][O:23][c:24]1[cH:25][cH:26][c:27](-[c:30]2[cH:31][cH:32][cH:33][cH:34][cH:35]2)[cH:28][cH:29]1.[C:36](=[O:37])([O-:38])[O-:39].[CH2:1]([CH3:2])[O:3][C:4]([CH:5]([CH2:6][c:7]1[cH:8][c:9]([O:14][CH3:15])[c:10]([OH:13])[cH:11][cH:12]1)[O:16][CH3:17])=[O:18].[CH3:42][C:43]#[N:44].[CH3:45][CH2:46][O:47][C:48](=[O:49])[CH3:50].[K+:40].[K+:41].[OH2:51]>>[CH2:1]([CH3:2])[O:3][C:4]([CH:5]([CH2:6][c:7]1[cH:8][c:9]([O:14][CH3:15])[c:10]([O:13][CH2:20][CH2:21][CH2:22][O:23][c:24]2[cH:25][cH:26][c:27](-[c:30]3[cH:31][cH:32][cH:33][cH:34][cH:35]3)[cH:28][cH:29]2)[cH:11][cH:12]1)[O:16][CH3:17])=[O:18].